This data is from the Open Reaction Database (ORD), a public repository of structured organic reaction records. The task is: describe an organic reaction: reactants, conditions, products, and yield Starting materials: CCOC(=O)CCCCBr, CC(C)(C)[O-], Cc1cc(C=O)cc(C)c1O, [K+], CN(C)C=O. Yields the product CCOC(=O)CCCCOc1c(C)cc(C=O)cc1C. As a reaction SMILES: [Br:18][CH2:19][CH2:20][CH2:21][CH2:22][C:23](=[O:24])[O:25][CH2:26][CH3:27].[CH3:1][C:2]([CH3:3])([O-:4])[CH3:5].[CH:7](=[O:8])[c:9]1[cH:10][c:11]([CH3:17])[c:12]([OH:16])[c:13]([CH3:15])[cH:14]1.[K+:6].[O:28]=[CH:29][N:30]([CH3:31])[CH3:32]>>[CH:7](=[O:8])[c:9]1[cH:10][c:11]([CH3:17])[c:12]([O:16][CH2:19][CH2:20][CH2:21][CH2:22][C:23](=[O:24])[O:25][CH2:26][CH3:27])[c:13]([CH3:15])[cH:14]1. The reactants are BrCCc1ccccc1, Cc1ccc2c(c1)SC1=NCCN12, CC#N. The product is [Br-], Cc1ccc2c(c1)SC1=[N+](CCc3ccccc3)CCN12. As a reaction SMILES: [Br:14][CH2:15][CH2:16][c:17]1[cH:18][cH:19][cH:20][cH:21][cH:22]1.[CH3:1][c:2]1[cH:3][c:4]2[c:5]([cH:12][cH:13]1)[N:6]1[C:7](=[N:9][CH2:10][CH2:11]1)[S:8]2.[CH3:23][C:24]#[N:25]>>[Br-:14].[CH3:1][c:2]1[cH:3][c:4]2[c:5]([cH:12][cH:13]1)[N:6]1[C:7](=[N+:9]([CH2:15][CH2:16][c:17]3[cH:18][cH:19][cH:20][cH:21][cH:22]3)[CH2:10][CH2:11]1)[S:8]2. The reactants are COC(C1=CC(=C(C=C1)N)N)=O (Methyl-3,4-diaminobenzoate), C(=O)(N1C=NC=C1)N1C=NC=C1 (1,1′-carbonyldiimidazole). Product: COC(=O)C1=CC2=C(NC(N2)=O)C=C1 (2-Oxo-2,3-dihydro-1H-benzoimidazole-5-carboxylic acid methyl ester). As a reaction SMILES: [CH3:1][O:2][C:3](=[O:12])[C:4]1[CH:9]=[CH:8][C:7]([NH2:10])=[C:6]([NH2:11])[CH:5]=1.[C:13](N1C=CN=C1)(N1C=CN=C1)=[O:14]>>[CH3:1][O:2][C:3]([C:4]1[CH:9]=[CH:8][C:7]2[NH:10][C:13](=[O:14])[NH:11][C:6]=2[CH:5]=1)=[O:12]. Reported procedure: Methyl-3,4-diaminobenzoate (1.251 g, 7.5 mmol, Lancaster) was reacted with 1,1′-carbonyldiimidazole (2.128 g, 13.1 mmol, Aldrich) under the conditions of Example 1b to give the title compound as an amorphous solid. MS (ESI, pos. ion) m/z: 193 (M#1). Reactants: NC=1C=C(C=CC1)NC1=NC=C(C(=N1)NC1=CC(=CC=C1)N)F (N2,N4-bis(3-aminophenyl)-5-fluoro-2,4-pyrimidinediamine), BrCC(=O)OC(C)(C)C (tert-butyl bromoacetate). The product is NC=1C=C(C=CC1)NC1=NC=C(C(=N1)NC1=CC(=CC=C1)N=CC(=O)OC(C)(C)C)F (N2-(3-aminophenyl)-N4-(3-tert-butoxycarbonylmethyleneaminophenyl)-5-fluoro-2,4-pyrimidinediamine). RXN SMILES: [NH2:1][C:2]1[CH:3]=[C:4]([NH:8][C:9]2[N:14]=[C:13]([NH:15][C:16]3[CH:21]=[CH:20][CH:19]=[C:18]([NH2:22])[CH:17]=3)[C:12]([F:23])=[CH:11][N:10]=2)[CH:5]=[CH:6][CH:7]=1.Br[CH2:25][C:26]([O:28][C:29]([CH3:32])([CH3:31])[CH3:30])=[O:27]>>[NH2:1][C:2]1[CH:3]=[C:4]([NH:8][C:9]2[N:14]=[C:13]([NH:15][C:16]3[CH:21]=[CH:20][CH:19]=[C:18]([N:22]=[CH:25][C:26]([O:28][C:29]([CH3:32])([CH3:31])[CH3:30])=[O:27])[CH:17]=3)[C:12]([F:23])=[CH:11][N:10]=2)[CH:5]=[CH:6][CH:7]=1. Procedure: In like manner to the preparation of N2,N4-bis(3-tert-butoxycarbonylmethyleneaminophenyl)-5-fluoro-2,4-pyrimidinediamine, N2,N4-bis(3-aminophenyl)-5-fluoro-2,4-pyrimidinediamine and tert-butyl bromoacetate were reacted together to give N2-(3-aminophenyl)-N4-(3-tert-butoxycarbonylmethyleneaminophenyl)-5-fluoro-2,4-pyrimidinediamine. LCMS: ret. time: 18.82 min.; purity: 85.8%; MS (m/e): 369.11 (MH+). Reactants: C([O-])([O-])=O.[K+].[K+] (potassium carbonate), N(=[N+]=[N-])C1C2CC(C(N2C1=O)C(=O)OCC1=CC=CC=C1)=O (Benzyl 6-azido-1-azabicyclo[3.2.0]heptan-3,7-dione-2-carboxylate), S(=O)(=O)(OC)OC (dimethyl sulfate). The solvent is C(C)OCC (ethylether), CC(=O)C (acetone). Yields the product N(=[N+]=[N-])C1C2CC(=C(N2C1=O)C(=O)OCC1=CC=CC=C1)OC (benzyl 6-azido-3-methoxy-1-azabicyclo[3.2.0]hept-2-en-7-one-2-carboxylate). As a reaction SMILES: [N:1]([CH:4]1[C:10](=[O:11])[N:9]2[CH:5]1[CH2:6][C:7](=[O:22])[CH:8]2[C:12]([O:14][CH2:15][C:16]1[CH:21]=[CH:20][CH:19]=[CH:18][CH:17]=1)=[O:13])=[N+:2]=[N-:3].[C:23](=O)([O-])[O-].[K+].[K+].S(OC)(OC)(=O)=O>CC(C)=O.C(OCC)C>[N:1]([CH:4]1[C:10](=[O:11])[N:9]2[CH:5]1[CH2:6][C:7]([O:22][CH3:23])=[C:8]2[C:12]([O:14][CH2:15][C:16]1[CH:17]=[CH:18][CH:19]=[CH:20][CH:21]=1)=[O:13])=[N+:2]=[N-:3] |f:1.2.3|. Procedure: Benzyl 6-azido-1-azabicyclo[3.2.0]heptan-3,7-dione-2-carboxylate (1 mmol) is dissolved in anhydrous acetone (5 ml) and treated with powdered, anhydrous potassium carbonate (2 mmol). The resulting suspension is treated with dimethyl sulfate (1.2 mmol) and stirred vigorously at room temperature for several hours. The mixture is diluted with ethylether and filtered. The filtrate is washed with water and brine, dried and evaporated under vacuum to give benzyl 6-azido-3-methoxy-1-azabicyclo[3.2.0]hep... Reactants: O=C1CCC(=O)N1Br, O=C(OOC(=O)c1ccccc1)c1ccccc1, Cc1c(Cl)ccc(S(=O)(=O)Cl)c1Cl, ClC(Cl)C(Cl)Cl. The product is O=S(=O)(Cl)c1ccc(Cl)c(CBr)c1Cl. RXN SMILES: [Br:1][N:2]1[C:3](=[O:4])[CH2:5][CH2:6][C:7]1=[O:8].[C:9]([O:10][O:11][C:12](=[O:13])[c:14]1[cH:15][cH:16][cH:17][cH:18][cH:19]1)(=[O:20])[c:21]1[cH:22][cH:23][cH:24][cH:25][cH:26]1.[Cl:27][c:28]1[c:29]([S:36](=[O:37])(=[O:38])[Cl:39])[cH:30][cH:31][c:32]([Cl:35])[c:33]1[CH3:34].[Cl:40][CH:41]([CH:42]([Cl:43])[Cl:44])[Cl:45]>>[Br:1][CH2:34][c:33]1[c:28]([Cl:27])[c:29]([S:36](=[O:37])(=[O:38])[Cl:39])[cH:30][cH:31][c:32]1[Cl:35]. Reagents/catalysts: [Pd] (Pd/C). Solvent: C(C)O (ethanol). RXN SMILES: C(OC([N:11]1[CH2:16][CH2:15][CH:14]([CH2:17][NH:18][C:19]2[C:24](Cl)=[C:23](Cl)[N:22]=[N:21][CH:20]=2)[CH2:13][CH2:12]1)=O)C1C=CC=CC=1>C(O)C.[Pd]>[N:22]1[CH:23]=[CH:24][C:19]([NH:18][CH2:17][CH:14]2[CH2:13][CH2:12][NH:11][CH2:16][CH2:15]2)=[CH:20][N:21]=1. Starting materials: C(C1=CC=CC=C1)OC(=O)N1CCC(CC1)CNC1=CN=NC(=C1Cl)Cl (4-[(5,6-dichloro-pyridazin-4-ylamino)-methyl]-piperidine-1-carboxylic acid benzyl ester). Yields the product N1=NC=C(C=C1)NCC1CCNCC1 (4-[(Pyridazin-4-ylamino)-methyl]-piperidine). Procedure details: A mixture of 4-[(5,6-dichloro-pyridazin-4-ylamino)-methyl]-piperidine-1-carboxylic acid benzyl ester (EXAMPLE 65, 2.00 g, 5.06 mmol), Pd/C (10%, 0.20 g) in absolute ethanol (15 mL) was vigorously stirred under 1 atm H2 provided by a H2 balloon for 7 h. Filtered and concentrated, the reaction gave 4-[(Pyridazin-4-ylamino)-methyl]-piperidine. M.S. (M+1): 193.25 Reactants: C(C)(C)(C)C=1C=C(C(=O)Cl)C=C(C1O)C(C)(C)C (3,5-di-t-butyl-4-hydroxybenzoyl chloride), N(CCO)CCO (diethanolamine). Run in C1=CC=CC=C1 (benzene), C1=CC=CC=C1 (benzene). The product is C(C)(C)(C)C=1C=C(C(=O)OCCN(C(C2=CC(=C(C(=C2)C(C)(C)C)O)C(C)(C)C)=O)CCOC(C2=CC(=C(C(=C2)C(C)(C)C)O)C(C)(C)C)=O)C=C(C1O)C(C)(C)C (N,N-bis(3',5'-di-t-butyl-4'-hydroxybenzoyloxyethyl) 3,5-di-t-butyl-4-hydroxybenzamide). As a reaction SMILES: [C:1]([C:5]1[CH:6]=[C:7]([CH:11]=[C:12]([C:15]([CH3:18])([CH3:17])[CH3:16])[C:13]=1[OH:14])[C:8](Cl)=[O:9])([CH3:4])([CH3:3])[CH3:2].[NH:19]([CH2:23][CH2:24][OH:25])[CH2:20][CH2:21][OH:22]>C1C=CC=CC=1>[C:1]([C:5]1[CH:6]=[C:7]([CH:11]=[C:12]([C:15]([CH3:18])([CH3:17])[CH3:16])[C:13]=1[OH:14])[C:8]([O:22][CH2:21][CH2:20][N:19]([CH2:23][CH2:24][O:25][C:8](=[O:9])[C:7]1[CH:11]=[C:12]([C:15]([CH3:16])([CH3:17])[CH3:18])[C:13]([OH:14])=[C:5]([C:1]([CH3:4])([CH3:3])[CH3:2])[CH:6]=1)[C:8](=[O:9])[C:7]1[CH:6]=[C:5]([C:1]([CH3:4])([CH3:3])[CH3:2])[C:13]([OH:14])=[C:12]([C:15]([CH3:18])([CH3:17])[CH3:16])[CH:11]=1)=[O:9])([CH3:4])([CH3:3])[CH3:2]. Procedure details: One mole of 3,5-di-t-butyl-4-hydroxybenzoyl chloride in benzene was reactedwith two moles of diethanolamine in benzene to produce N,N-bis(3',5'-di-t-butyl-4'-hydroxybenzoyloxyethyl) 3,5-di-t-butyl-4-hydroxybenzamide; melting point 200°-202° C. When tested by the procedure of Example 2, the sample containing this compound lasted 1,300 hours, about 2.4 times as long as the control.